From a dataset of the Open Reaction Database (ORD), a public repository of structured organic reaction records. describe an organic reaction: reactants, conditions, products, and yield Starting materials: ice water, P(=O)(Cl)(Cl)Cl (phosphorous oxychloride), C(C1=CC=CC=C1)OC(=O)N[C@@H](CSSC[C@@H](C(=O)O)NC(=O)OCC1=CC=CC=C1)C(=O)O (N,N'-dibenzyloxycarbonyl-L-cystine), C(C)(C)(C)O (tert-butanol), ClC(C)Cl (dichloroethane), N1=CC=CC=C1 (pyridine). Yields the product C(C)(C)(C)OC([C@H](CSSC[C@@H](C(=O)OC(C)(C)C)NC(=O)OCC1=CC=CC=C1)NC(=O)OCC1=CC=CC=C1)=O (N,N'-dibenzyloxycarbonyl-L-cystine di-tert-butyl ester). RXN SMILES: P(Cl)(Cl)(Cl)=O.[CH2:6]([O:13][C:14]([NH:16][C@H:17]([C:37]([OH:39])=[O:38])[CH2:18][S:19][S:20][CH2:21][C@H:22]([NH:26][C:27]([O:29][CH2:30][C:31]1[CH:36]=[CH:35][CH:34]=[CH:33][CH:32]=1)=[O:28])[C:23]([OH:25])=[O:24])=[O:15])[C:7]1[CH:12]=[CH:11][CH:10]=[CH:9][CH:8]=1.[C:40](O)([CH3:43])([CH3:42])[CH3:41].Cl[CH:46](Cl)C.N1[CH:54]=[CH:53][CH:52]=CC=1>>[C:40]([O:24][C:23](=[O:25])[C@@H:22]([NH:26][C:27]([O:29][CH2:30][C:31]1[CH:32]=[CH:33][CH:34]=[CH:35][CH:36]=1)=[O:28])[CH2:21][S:20][S:19][CH2:18][C@H:17]([NH:16][C:14]([O:13][CH2:6][C:7]1[CH:12]=[CH:11][CH:10]=[CH:9][CH:8]=1)=[O:15])[C:37]([O:39][C:53]([CH3:52])([CH3:54])[CH3:46])=[O:38])([CH3:43])([CH3:42])[CH3:41]. Reported procedure: 28 g of phosphorous oxychloride are added to a mixture of 76.2 g of N,N'-dibenzyloxycarbonyl-L-cystine (Chem. Ber., 65 , 1196 (1932)), 89 g of tert-butanol, 95 g of pyridine and 800 ml of dichloroethane at -3° to 2° C. under stirring. The mixture is stirred at the same temperature for 1 hour and at room temperature for 2 hours. The reaction mixture is poured into ice-water, and the organic layer is washed with sodium bicarbonate and water, successively. The organic layer is dried and then evapor... Reactants: polyphosphoric acid, ClC1=C(C=CC(=C1Cl)OC)SC1C(CCCC1)=O (2-[2,3-dichloro-4-methoxyphenylthio]cyclohexanone), O=P12OP3(=O)OP(=O)(O1)OP(=O)(O2)O3 (phosphorous pentoxide), polyphosphoric acid. Run in O (water). Run at time 2 hour. Yields the product ClC=1C(=CC2=C(SC3=C2CCCC3)C1Cl)OC (3,4-dichloro-6,7,8,9-tetrahydro-2-methoxydibenzothiophene). As a reaction SMILES: O=P12OP3(OP(OP(O3)(O1)=O)(=O)O2)=O.[Cl:15][C:16]1[C:21]([Cl:22])=[C:20]([O:23][CH3:24])[CH:19]=[CH:18][C:17]=1[S:25][CH:26]1[CH2:31][CH2:30][CH2:29][CH2:28][C:27]1=O>O>[Cl:22][C:21]1[C:20]([O:23][CH3:24])=[CH:19][C:18]2[C:27]3[CH2:28][CH2:29][CH2:30][CH2:31][C:26]=3[S:25][C:17]=2[C:16]=1[Cl:15]. Reported procedure: A mixture of "super" polyphosphoric acid is freshly prepared by mixing 7.0 g of phosphorous pentoxide and 40 g of polyphosphoric acid. The mixture is heated to 135°-140° and, with efficient stirring, is added 5.5 g of finely pulverized 2-[2,3-dichloro-4-methoxyphenylthio]cyclohexanone. Stirring is continued at 140° for 2 hours and the mixture is cooled, diluted with water and filtered. The crude product is filtered, air-dried and purified by passing it through a silica column. Elution with ether...